describe an organic reaction: reactants, conditions, products, and yield From a dataset of the Open Reaction Database (ORD), a public repository of structured organic reaction records. Starting materials: NC1=NC=2C=C(C=CC2C2=C1N=C(N2CC(C)(O)C)COC)CCC(=O)N2CCS(CC2)(=O)=O (1-[4-amino-7-[3-(1,1-dioxidothiomorpholin-4-yl)-3-oxopropyl]-2-(methoxymethyl)-1H-imidazo[4,5-c]quinolin-1-yl]-2-methylpropan-2-ol). The solvent is ClCCl (dichloromethane). Conditions: time 18 hour. The product is NC1=NC=2C=C(C=CC2C2=C1N=C(N2CC(C)(O)C)CO)CCC(=O)N2CCS(CC2)(=O)=O (1-[4-amino-7-[3-(1,1-dioxidothiomorpholin-4-yl)-3-oxopropyl]-2-(hydroxymethyl)-1H-imidazo[4,5-c]quinolin-1-yl]-2-methylpropan-2-ol). Yield: 51.0%. RXN SMILES: [NH2:1][C:2]1[C:11]2[N:12]=[C:13]([CH2:20][O:21]C)[N:14]([CH2:15][C:16]([CH3:19])([OH:18])[CH3:17])[C:10]=2[C:9]2[CH:8]=[CH:7][C:6]([CH2:23][CH2:24][C:25]([N:27]3[CH2:32][CH2:31][S:30](=[O:34])(=[O:33])[CH2:29][CH2:28]3)=[O:26])=[CH:5][C:4]=2[N:3]=1>ClCCl>[NH2:1][C:2]1[C:11]2[N:12]=[C:13]([CH2:20][OH:21])[N:14]([CH2:15][C:16]([CH3:17])([OH:18])[CH3:19])[C:10]=2[C:9]2[CH:8]=[CH:7][C:6]([CH2:23][CH2:24][C:25]([N:27]3[CH2:32][CH2:31][S:30](=[O:34])(=[O:33])[CH2:29][CH2:28]3)=[O:26])=[CH:5][C:4]=2[N:3]=1. Procedure: To a stirring solution of 1-[4-amino-7-[3-(1,1-dioxidothiomorpholin-4-yl)-3-oxopropyl]-2-(methoxymethyl)-1H-imidazo[4,5-c]quinolin-1-yl]-2-methylpropan-2-ol (655 mg, 1.34 mmol) in dichloromethane (125 mL), sealed with a septum and purged with nitrogen gas, was added a 1.0 M solution of boron tribromide in dichloromethane (6.6 mL) via syringe. The resulting mixture was stirred for 18 hours. Methanol (50 mL) was added and the solution was concentrated under reduced pressure. The resulting solid wa... Reactants: Cl (hydrochloric acid), C(C1=CC=CC=C1)NC1=NC(=C(C=C1F)F)NC (2-benzylamino-3,5-difluoro-6-(methylamino)pyridine). The reagents and catalysts are [Pd] (palladium on carbon). The solvent is CO (methanol). Reaction conditions: time 8 hour. The product is NC1=NC(=C(C=C1F)F)NC (2-amino-3,5-difluoro-6-(methylamino)pyridine). RXN SMILES: Cl.[CH2:2]([NH:9][C:10]1[C:15]([F:16])=[CH:14][C:13]([F:17])=[C:12]([NH:18]C)[N:11]=1)C1C=CC=CC=1>[Pd].CO>[NH2:18][C:12]1[C:13]([F:17])=[CH:14][C:15]([F:16])=[C:10]([NH:9][CH3:2])[N:11]=1. Procedure details: To a mixed solution of 10 ml of methanol and 1 ml of concentrated hydrochloric acid were added all amount of the above described 2-benzylamino-3,5-difluoro-6-(methylamino)pyridine together with 0.55 g of 10% palladium on carbon, and the mixture was hydrogenated at 50° C. overnight. The catalyst was separated by filtration, and the solvent and the like were distilled off under reduced pressure. To the residue was added 50 ml of chloroform, and the mixture was washed with 50 ml of 5% aqueous solut... Product: N1C(=NCC1)NN=C(CCC1=CC=C(C=C1)OCC[C@H](NC(=O)OCC1=CC=CC=C1)C(=O)OCC)C (Ethyl O-[4-[3-[(4,5-Dihydro-1H-imidazol-2-yl)hydrazono]butyl-]phenyl]-N-[(phenylmethoxy)carbonyl]-homoserinate). Solvent: C(CCC)O (butanol). Reaction SMILES: [NH:1]1[CH2:5][CH2:4][N:3]=[C:2]1[NH:6][N:7]=[C:8]([CH3:35])[CH2:9][CH2:10][C:11]1[CH:16]=[CH:15][C:14]([O:17][CH2:18][CH2:19][C@@H:20]([C:32]([OH:34])=[O:33])[NH:21][C:22]([O:24][CH2:25][C:26]2[CH:31]=[CH:30][CH:29]=[CH:28][CH:27]=2)=[O:23])=[CH:13][CH:12]=1.Br.N1[CH2:41][CH2:40]N=C1NN>C(O)CCC>[NH:3]1[CH2:4][CH2:5][N:1]=[C:2]1[NH:6][N:7]=[C:8]([CH3:35])[CH2:9][CH2:10][C:11]1[CH:16]=[CH:15][C:14]([O:17][CH2:18][CH2:19][C@@H:20]([C:32]([O:34][CH2:40][CH3:41])=[O:33])[NH:21][C:22]([O:24][CH2:25][C:26]2[CH:27]=[CH:28][CH:29]=[CH:30][CH:31]=2)=[O:23])=[CH:13][CH:12]=1 |f:1.2|. Reported procedure: The mixture constituted by 430 mg of the ketone prepared in Stage A, 549 mg of 4,5-dihydro-1H-imidazol-2-yl-hydrazine hydrobromide in 20 ml of butanol is heated at the temperature of 110° C. for 2 hours then evaporated under reduced pressure until 1.1 g of crude product is obtained which is purified by chromatography (Kieselgel 60, 40-63 μm) eluting with a dichloromethane/methanol mixture 90/10. 500 mg of expected product is obtained. The reactants are N1C(=NCC1)NN=C(CCC1=CC=C(C=C1)OCC[C@H](NC(=O)OCC1=CC=CC=C1)C(=O)O)C (O-[4-[3-[(4,5-Dihydro-1H-imidazol-2-yl)hydrazono]butyl]-phenyl]-N-[(phenylmethoxy)carbonyl]-homoserine), Br.N1C(=NCC1)NN (4,5-dihydro-1H-imidazol-2-yl-hydrazine hydrobromide). Conditions: temperature 110 celsius. Yield: 109.9%. The reactants are COC(N[C@H]1C[C@H](NC2=CC=C(C=C12)C(F)(F)F)CC)=O ((2R, 4S)-(2-ethyl-6-trifluoromethyl-1,2,3,4-tetrahydro-quinolin-4-yl)-carbamic acid methyl ester), N1=CC=CC=C1 (pyridine), ClC(=O)OCC (Ethyl chloroformate). Solvent: C(Cl)Cl (methylene chloride). Conditions: temperature -10 celsius, time 20 hour. The product is C(C)OC(=O)N1[C@@H](C[C@@H](C2=CC(=CC=C12)C(F)(F)F)NC(=O)OC)CC ((2R, 4S)-2-Ethyl-4-methoxycarbonylamino-6-trifluoromethyl-3,4-dihydro-2H-quinoline-1-carboxylic acid ethyl ester). Yield: 88.2%. Reaction SMILES: [CH3:1][O:2][C:3](=[O:21])[NH:4][C@@H:5]1[C:14]2[C:9](=[CH:10][CH:11]=[C:12]([C:15]([F:18])([F:17])[F:16])[CH:13]=2)[NH:8][C@H:7]([CH2:19][CH3:20])[CH2:6]1.N1C=CC=CC=1.Cl[C:29]([O:31][CH2:32][CH3:33])=[O:30]>C(Cl)Cl>[CH2:32]([O:31][C:29]([N:8]1[C:9]2[C:14](=[CH:13][C:12]([C:15]([F:16])([F:17])[F:18])=[CH:11][CH:10]=2)[C@@H:5]([NH:4][C:3]([O:2][CH3:1])=[O:21])[CH2:6][C@H:7]1[CH2:19][CH3:20])=[O:30])[CH3:33]. Procedure: A clean, dry and nitrogen gas purged 100 L glass tank was charged with (2R, 4S)-(2-ethyl-6-trifluoromethyl-1,2,3,4-tetrahydro-quinolin-4-yl)-carbamic acid methyl ester (5191 g, 17.17 mol), methylene chloride (21 L), and pyridine (4.16 L, 51.4 mol). The reaction vessel was cooled to −10° C. Ethyl chloroformate (4.10 L, 42.9 mol) was slowly added at such a rate that the internal temperature did not exceed −5° C. The reaction solution was brought to 0° C. and held for 20 hours. The reaction was que... Starting materials: CCN=C=NCCCN(C)C, CN, CCO, CCOC(C)=O, ClCCl, O=C(O)c1ccccc1-c1ccc(C(F)(F)F)cc1, CN(C)C=O, On1nnc2ccccc21. Product: CNC(=O)c1ccccc1-c1ccc(C(F)(F)F)cc1. As a reaction SMILES: [CH3:1][N:2]([CH3:3])[CH2:4][CH2:5][CH2:6][N:7]=[C:8]=[N:9][CH2:10][CH3:11].[CH3:41][NH2:42].[CH3:43][CH2:44][OH:45].[CH3:54][CH2:55][O:56][C:57](=[O:58])[CH3:59].[Cl:51][CH2:52][Cl:53].[F:12][C:13]([c:14]1[cH:15][cH:16][c:17](-[c:20]2[c:21]([C:26](=[O:27])[OH:28])[cH:22][cH:23][cH:24][cH:25]2)[cH:18][cH:19]1)([F:29])[F:30].[O:46]=[CH:47][N:48]([CH3:49])[CH3:50].[OH:31][n:32]1[c:33]2[cH:34][cH:35][cH:36][cH:37][c:38]2[n:39][n:40]1>>[CH3:1][NH:2][C:26]([c:21]1[c:20](-[c:17]2[cH:16][cH:15][c:14]([C:13]([F:12])([F:29])[F:30])[cH:19][cH:18]2)[cH:25][cH:24][cH:23][cH:22]1)=[O:27]. Starting materials: C=CC(=O)OC, CO, CC(C)Oc1ccc(-c2noc(-c3ccc4c(c3)CNC4)n2)cc1Cl. Product: COC(=O)CCN1Cc2ccc(-c3nc(-c4ccc(OC(C)C)c(Cl)c4)no3)cc2C1. RXN SMILES: [C:26]([CH:27]=[CH2:28])(=[O:29])[O:30][CH3:31].[CH3:32][OH:33].[Cl:1][c:2]1[cH:3][c:4](-[c:12]2[n:13][o:14][c:15](-[c:17]3[cH:18][c:19]4[c:23]([cH:24][cH:25]3)[CH2:22][NH:21][CH2:20]4)[n:16]2)[cH:5][cH:6][c:7]1[O:8][CH:9]([CH3:10])[CH3:11]>>[Cl:1][c:2]1[cH:3][c:4](-[c:12]2[n:13][o:14][c:15](-[c:17]3[cH:18][c:19]4[c:23]([cH:24][cH:25]3)[CH2:22][N:21]([CH2:28][CH2:27][C:26](=[O:29])[O:30][CH3:31])[CH2:20]4)[n:16]2)[cH:5][cH:6][c:7]1[O:8][CH:9]([CH3:10])[CH3:11]. Reactants: C(O)([O-])=O.[Na+] (sodium hydrogen carbonate), S1N=NC(=C1)C=O (1,2,3-thiadiazole-4-carboxaldehyde), COC1=C(CN)C=CC(=C1)OC (2,4-dimethoxybenzylamine), C(C)(=O)O[BH-](OC(C)=O)OC(C)=O.[Na+] (sodium triacetoxyborohydride). Solvent: ClCCl (dichloromethane), ClCCCl (1,2-dichloroethane). Run at time 8 hour. The product is COC1=C(C=CC(=C1)OC)CNCC=1N=NSC1 (1-(2,4-dimethoxyphenyl)-N-(1,2,3-thiadiazol-4-ylmethyl)methanamine). As a reaction SMILES: [S:1]1[CH:5]=[C:4]([CH:6]=O)[N:3]=[N:2]1.[CH3:8][O:9][C:10]1[CH:17]=[C:16]([O:18][CH3:19])[CH:15]=[CH:14][C:11]=1[CH2:12][NH2:13].C(O[BH-](OC(=O)C)OC(=O)C)(=O)C.[Na+].C(=O)([O-])O.[Na+]>ClCCCl.ClCCl>[CH3:8][O:9][C:10]1[CH:17]=[C:16]([O:18][CH3:19])[CH:15]=[CH:14][C:11]=1[CH2:12][NH:13][CH2:6][C:4]1[N:3]=[N:2][S:1][CH:5]=1 |f:2.3,4.5|. Procedure: To a solution of 1,2,3-thiadiazole-4-carboxaldehyde (750 mg, 6.57 mmol) and 2,4-dimethoxybenzylamine (1086 μl, 7.23 mmol) in 1,2-dichloroethane (13.1 mL) at 0° C. was added molecular sieves (powdered, 4 A) (2.50 g, 6.57 mmol) followed by sodium triacetoxyborohydride (1950 mg, 9.20 mmol). The reaction was allowed to warm to room temperature with stirring overnight. Then, the resulting suspension was poured into dichloromethane (75 mL) and aqueous sodium hydrogen carbonate (saturated, 75 mL). The ...